Dataset: the Open Reaction Database (ORD), a public repository of structured organic reaction records. Task: describe an organic reaction: reactants, conditions, products, and yield The reactants are C(C)(=O)O[C@H]1[C@@H](CCCC1)N1C=NC2=C1C=C(C(=C2)Cl)Cl ((±)-Trans-2-(5,6-dichloro-1H-benzimidazol-1-yl)cyclohexyl acetate), BrN1C(CCC1=O)=O (N-bromosuccinimide). Solvent: C(Cl)(Cl)Cl (chloroform), O1CCCC1 (tetrahydrofuran). Reaction conditions: time 10 minute. Product: C(C)(=O)O[C@H]1[C@@H](CCCC1)N1C(=NC2=C1C=C(C(=C2)Cl)Cl)Br ((±)-trans-2-(2-Bromo-5,6-dichloro-1H-benzimidazol-1-yl)cyclohexyl Acetate). Reaction SMILES: [C:1]([O:4][C@@H:5]1[CH2:10][CH2:9][CH2:8][CH2:7][C@H:6]1[N:11]1[C:15]2[CH:16]=[C:17]([Cl:21])[C:18]([Cl:20])=[CH:19][C:14]=2[N:13]=[CH:12]1)(=[O:3])[CH3:2].[Br:22]N1C(=O)CCC1=O>O1CCCC1.C(Cl)(Cl)Cl>[C:1]([O:4][C@@H:5]1[CH2:10][CH2:9][CH2:8][CH2:7][C@H:6]1[N:11]1[C:15]2[CH:16]=[C:17]([Cl:21])[C:18]([Cl:20])=[CH:19][C:14]=2[N:13]=[C:12]1[Br:22])(=[O:3])[CH3:2]. Procedure: (±)-Trans-2-(5,6-dichloro-1H-benzimidazol-1-yl)cyclohexyl acetate (part b of this example, 6.62 g, 20.2 mmol) in tetrahydrofuran (120 ml) was refluxed while N-bromosuccinimide (7.20 g, 40.5 mmol) was added in one portion. Reflux was continued for 10 minutes. The solution was cooled and diluted with chloroform (200 ml). The chloroform solution was extracted with aqueous sodium bicarbonate, then water, and dried (sodium sulfate). Evaporation of volatiles in vacuo left white crystals, after tritura... Reactants: CN1CCN(CC1)C1=CC(=C(C(=O)Cl)C=C1)N(C(C(F)(F)F)=O)C1CCOCC1 (4-(4-Methyl-piperazin-1-yl)-2-[(tetrahydro-pyran-4-yl)-(2,2,2-trifluoro-acetyl)-amino]-benzoyl chloride), C(C1=CC=CC=C1)OC=1C=C2C(=NNC2=CC1)N (5-benzyloxy-1H-indazol-3-ylamine). Solvent: N1=CC=CC=C1 (pyridine), N1=CC=CC=C1 (pyridine). Conditions: time 3 hour. Yields the product C(C1=CC=CC=C1)OC=1C=C2C(=NNC2=CC1)NC(C1=C(C=C(C=C1)N1CCN(CC1)C)N(C(C(F)(F)F)=O)C1CCOCC1)=O (N-(5-Benzyloxy-1H-indazol-3-yl)-4-(4-methyl-piperazin-1-yl)-2-[(tetrahydro-pyran-4-yl)-(2,2,2-trifluoro-acetyl)-amino]-benzamide). The yield is 75.1%. As a reaction SMILES: [CH3:1][N:2]1[CH2:7][CH2:6][N:5]([C:8]2[CH:16]=[CH:15][C:11]([C:12](Cl)=[O:13])=[C:10]([N:17]([CH:24]3[CH2:29][CH2:28][O:27][CH2:26][CH2:25]3)[C:18](=[O:23])[C:19]([F:22])([F:21])[F:20])[CH:9]=2)[CH2:4][CH2:3]1.[CH2:30]([O:37][C:38]1[CH:39]=[C:40]2[C:44](=[CH:45][CH:46]=1)[NH:43][N:42]=[C:41]2[NH2:47])[C:31]1[CH:36]=[CH:35][CH:34]=[CH:33][CH:32]=1>N1C=CC=CC=1>[CH2:30]([O:37][C:38]1[CH:39]=[C:40]2[C:44](=[CH:45][CH:46]=1)[NH:43][N:42]=[C:41]2[NH:47][C:12](=[O:13])[C:11]1[CH:15]=[CH:16][C:8]([N:5]2[CH2:4][CH2:3][N:2]([CH3:1])[CH2:7][CH2:6]2)=[CH:9][C:10]=1[N:17]([CH:24]1[CH2:25][CH2:26][O:27][CH2:28][CH2:29]1)[C:18](=[O:23])[C:19]([F:20])([F:22])[F:21])[C:31]1[CH:36]=[CH:35][CH:34]=[CH:33][CH:32]=1. Procedure: 4-(4-Methyl-piperazin-1-yl)-2-[(tetrahydro-pyran-4-yl)-(2,2,2-trifluoro-acetyl)-amino]-benzoyl chloride (10.04 mmol), in dry pyridine (100 mL), under a nitrogen atmosphere, cooled to 4° C., was treated with 5-benzyloxy-1H-indazol-3-ylamine (2 g, 8.37 mmol) in pyridine (35 mL) and stirred for 3 hours. The mixture was concentrated in vacuo. The residue was added to iced water (350 mL) and extracted with EtOAc (400 mL and 2×200 mL). The combined organic layers were dried over anhydrous sodium sulfa... The reactants are COC1=C2CCC(=CC2=CC=C1)C(=O)OC (methyl (5-methoxy-3,4-dihydro-2-naphthyl)formate), [H-] (hydride), [Cl-].[NH4+] (ammonium chloride). Run in C1(=CC=CC=C1)C (toluene). Run at time 2.5 hour. Yields the product COC1=C2CCC(=CC2=CC=C1)CO ((5-methoxy-3,4-dihydro-2-naphthyl)methanol). Isolated yield 6219.6%. RXN SMILES: [CH3:1][O:2][C:3]1[CH:12]=[CH:11][CH:10]=[C:9]2[C:4]=1[CH2:5][CH2:6][C:7]([C:13](OC)=[O:14])=[CH:8]2.[H-].[Cl-].[NH4+]>C1(C)C=CC=CC=1>[CH3:1][O:2][C:3]1[CH:12]=[CH:11][CH:10]=[C:9]2[C:4]=1[CH2:5][CH2:6][C:7]([CH2:13][OH:14])=[CH:8]2 |f:2.3|. Reported procedure: To a solution of methyl (5-methoxy-3,4-dihydro-2-naphthyl)formate (0.75 g) in toluene (10 ml) was added dropwise a solution of diisobutylalminum hydride [1.02N in toluene (6.7 ml)] at 4° C.~6° C. under nitrogen atmosphere. The reaction mixture was stirred under same conditions for 2.5 hours. The mixture was poured into a saturated ammonium chloride solution, and the organic layer was separated, washed with brine, dried over magnesium sulfate, and evaporated in vacuo to give crude (5-methoxy-3,4-... The reactants are Et3S—(C≡C)4—SiEt3, [Si](CC)(CC)(CC)C#CC#CC#CC#C (Et3Si—(C≡C)4—H), C#CC#CC#CC#C (H—(C≡C)4—H). Yields the product [Si](CC)(CC)(CC)C#CC#CC#CC#C (Et3Si—(C≡C)4—H), [Si](CC)(CC)(CC)C#CC#CC#CC#CC#CC#CC#CC#C[Si](CC)(CC)CC (Et3Si—(C≡C)8—SiEt3). As a reaction SMILES: [Si:1]([C:8]#[C:9][C:10]#[C:11][C:12]#[C:13][C:14]#[CH:15])([CH2:6][CH3:7])([CH2:4][CH3:5])[CH2:2][CH3:3].[CH:16]#[C:17][C:18]#[C:19][C:20]#[C:21][C:22]#[CH:23]>>[Si:1]([C:8]#[C:9][C:10]#[C:11][C:12]#[C:13][C:14]#[CH:15])([CH2:6][CH3:7])([CH2:4][CH3:5])[CH2:2][CH3:3].[Si:1]([C:8]#[C:9][C:10]#[C:11][C:12]#[C:13][C:14]#[C:15][C:16]#[C:17][C:18]#[C:19][C:20]#[C:21][C:22]#[C:23][Si:1]([CH2:6][CH3:7])([CH2:4][CH3:5])[CH2:2][CH3:3])([CH2:6][CH3:7])([CH2:4][CH3:5])[CH2:2][CH3:3]. Procedure details: Acetylenic derivatives having the general formula H—(C≡C)m—H can be formed by the procedure disclosed in Eastmond et al., “Silylation as a Protective Method for Terminal Alkynes in Oxidative Couplings—A General Synthesis of the Parent Polyynes,” Tetrahedron, 1972, 28, 4601, incorporated herein by reference, and can be converted into dilithio salts by reacting with n-butyllithium. Synthesis of the lower polyyne series H—(C≡C)m—H (n=2, 3, 4 and 5) is known to be based upon low temperature sodamide... Starting materials: C(C)(=O)O[C@H]1[C@H](O[C@@H]([C@H]([C@@H]1OC(C)=O)OC(C)=O)COC(C)=O)OC1=C(C(=CC=C1)O)C(C)=O (2'-(2,3,4,6-Tetra-O-acetyl-α-D-glucopyranosyloxy)-6'-hydroxyacetophenone), [OH-].[K+] (potassium hydroxide), O1C2=C(C=C1)C=C(C=C2)C=O (benzo[b]furan-5-carbaldehyde), ( i ). Reagents/catalysts: [Pt]=O (platinum oxide). The solvent is C(C)O (ethanol). Product: [C@@H]1([C@H](O)[C@@H](O)[C@H](O)[C@H](O1)CO)OC1=C(C(=CC=C1)O)C(C=CC1=CC2=C(OC=C2)C=C1)=O (2'-(β-D-glucopyranosyloxy)-6'-hydroxy-3-(5-benzo[b]furanyl)acrylophenone). RXN SMILES: C([O:4][C@@H:5]1[C@@H:10]([O:11]C(=O)C)[C@H:9]([O:15]C(=O)C)[C@@H:8]([CH2:19][O:20]C(=O)C)[O:7][C@@H:6]1[O:24][C:25]1[CH:30]=[CH:29][CH:28]=[C:27]([OH:31])[C:26]=1[C:32](=[O:34])[CH3:33])(=O)C.[O:35]1[CH:39]=[CH:38][C:37]2[CH:40]=[C:41]([CH:44]=O)[CH:42]=[CH:43][C:36]1=2.[OH-].[K+]>C(O)C.[Pt]=O>[C@@H:6]1([O:24][C:25]2[CH:30]=[CH:29][CH:28]=[C:27]([OH:31])[C:26]=2[C:32](=[O:34])[CH:33]=[CH:44][C:41]2[CH:42]=[CH:43][C:36]3[O:35][CH:39]=[CH:38][C:37]=3[CH:40]=2)[O:7][C@H:8]([CH2:19][OH:20])[C@@H:9]([OH:15])[C@H:10]([OH:11])[C@H:5]1[OH:4] |f:2.3|. Procedure details: 2'-(2,3,4,6-Tetra-O-acetyl-α-D-glucopyranosyloxy)-6'-hydroxyacetophenone (5 g) and benzo[b]furan-5-carbaldehyde (1.81 g) are (i) treated in the same manner as in Example 1 to give crude 2'-(β-D-glucopyranosyloxy)-6'-hydroxy-3-(5-benzo[b]furanyl)acrylophenone, which is dissolved in a mixture of ethanol (50 ml) and a 10% aqueous potassium hydroxide solution (10 ml). The mixture is subjected to catalytic hydrogenation by using as a catalyst platinum oxide (120 mg) under atmospheric pressure. The ca...